This data is from the Open Reaction Database (ORD), a public repository of structured organic reaction records. The task is: describe an organic reaction: reactants, conditions, products, and yield Reactants: C1(=CC=CC=C1)C1(OCCCC1)C1=CC=C(C=C1)O (4-(2-Phenyl-tetrahydro-pyran-2-yl)-phenol), C(C)(=O)OC(C)=O (Acetic anhydride). The solvent is N1=CC=CC=C1 (pyridine). The product is C1(=CC=CC=C1)C1(OCCCC1)C1=CC=C(C=C1)OC(C)=O (Acetic acid 4-(2-phenyl-tetrahydro-pyran-2-yl)-phenyl ester). Reaction SMILES: [C:1]1([C:7]2([C:13]3[CH:18]=[CH:17][C:16]([OH:19])=[CH:15][CH:14]=3)[CH2:12][CH2:11][CH2:10][CH2:9][O:8]2)[CH:6]=[CH:5][CH:4]=[CH:3][CH:2]=1.[C:20](OC(=O)C)(=[O:22])[CH3:21]>N1C=CC=CC=1>[C:1]1([C:7]2([C:13]3[CH:14]=[CH:15][C:16]([O:19][C:20](=[O:22])[CH3:21])=[CH:17][CH:18]=3)[CH2:12][CH2:11][CH2:10][CH2:9][O:8]2)[CH:2]=[CH:3][CH:4]=[CH:5][CH:6]=1. Reported procedure: 4-(2-Phenyl-tetrahydro-pyran-2-yl)-phenol (500 mg, 2 mmol) was dissolved in pyridine (10 mL). Acetic anhydride (1 mL) was added at drop wise at 0° C. The reaction temperature was allowed to raise to room temperature. After 1 h the reaction was quenched the addition of water (5 mL). Dichloromethane (20 mL) was added. The organic phase was washed with aqueous HCl (1M, 2×10 mL), brine (10 mL), dried (Na2SO4) and concentrated in vacuo. Purified on a short column (eluent: dichloromethane). Yield: 560... Procedure details: Another embodiment of the present invention discloses the electrochemical deposition, characterization, and spectroscopic analysis of nanocomposite films made of PVK/MWNTs or π-conjugated polymer network (CPN). FIG. I.6 describes the cyclic voltammograms recorded on Au electrode spin-coated with PVK and PVK/MWNTs nanocomposite in 0.1 M LiClO4 in ACN at different scan rates; (a) pure PVK, (b) 97% PVK/3% MWNTs, (c) 95% PVK/5% MWNTs, and (d) 93% PVK/7% MWNTs. In all cases the 1st cyclic voltammogra... The reactants are ( a ), FeCl3, Ag AgCl, ( B ), Ag AgCl, ( A ), ( b ), ( d ), NH4S2O8, ( c ), [C+]1=CC=CC=2C3=CC=CC=C3NC12 (carbazolylium). Yields the product C1=CC=CC=2C3=CC=CC=C3NC12 (carbazole). As a reaction SMILES: [C+:1]1[C:13]2[NH:12][C:11]3[C:6](=[CH:7][CH:8]=[CH:9][CH:10]=3)[C:5]=2[CH:4]=[CH:3][CH:2]=1>C(#N)C>[CH:10]1[C:11]2[NH:12][C:13]3[C:5](=[CH:4][CH:3]=[CH:2][CH:1]=3)[C:6]=2[CH:7]=[CH:8][CH:9]=1. Run in C(C)#N (ACN), C(C)#N (ACN), LiClO4, C(C)#N (ACN), C(C)#N (ACN), LiClO4, LiClO4. The reactants are C1(CCCC1)CC(C(=O)O)N1N=CC(=CC1=O)OC1=C(C=CC(=C1)C)F (3-cyclopentyl-2-[4-(2-fluoro-5-methyl-phenoxy)-6-oxo-6H-pyridazin-1-yl]-propionic acid), CC1(OC[C@H](O1)CN1N=C(C=C1)N)C (1-((R)-2,2-dimethyl-[1,3]dioxolan-4-ylmethyl)-1H-pyrazol-3-ylamine), C1(CCCC1)CC(C(=O)O)N1N=CC(=CC1=O)OC1=C(C=CC(=C1)C)F (3-cyclopentyl-2-[4-(2-fluoro-5-methyl-phenoxy)-6-oxo-6H-pyridazin-1-yl]-propionic acid), CC1(OC[C@H](O1)CN1N=C(C=C1)N)C (1-((R)-2,2-dimethyl-[1,3]dioxolan-4-ylmethyl)-1H-pyrazol-3-ylamine). Product: C1(CCCC1)CC(C(=O)NC1=NN(C=C1)C[C@H]1OC(OC1)(C)C)N1N=CC(=CC1=O)OC1=C(C=CC(=C1)C)F (3-cyclopentyl-N-[1-((R)-2,2-dimethyl-[1,3]dioxolan-4-ylmethyl)-1H-pyrazol-3-yl]-2-[4-(2-fluoro-5-methyl-phenoxy)-6-oxo-6H-pyridazin-1-yl]-propionamide). RXN SMILES: [CH:1]1([CH2:6][CH:7]([N:11]2[C:16](=[O:17])[CH:15]=[C:14]([O:18][C:19]3[CH:24]=[C:23]([CH3:25])[CH:22]=[CH:21][C:20]=3[F:26])[CH:13]=[N:12]2)[C:8](O)=[O:9])[CH2:5][CH2:4][CH2:3][CH2:2]1.[CH3:27][C:28]1([CH3:40])[O:32][C@H:31]([CH2:33][N:34]2[CH:38]=[CH:37][C:36]([NH2:39])=[N:35]2)[CH2:30][O:29]1>>[CH:1]1([CH2:6][CH:7]([N:11]2[C:16](=[O:17])[CH:15]=[C:14]([O:18][C:19]3[CH:24]=[C:23]([CH3:25])[CH:22]=[CH:21][C:20]=3[F:26])[CH:13]=[N:12]2)[C:8]([NH:39][C:36]2[CH:37]=[CH:38][N:34]([CH2:33][C@@H:31]3[CH2:30][O:29][C:28]([CH3:40])([CH3:27])[O:32]3)[N:35]=2)=[O:9])[CH2:5][CH2:4][CH2:3][CH2:2]1. Procedure details: Using the method described in Example 49, 3-cyclopentyl-2-[4-(2-fluoro-5-methyl-phenoxy)-6-oxo-6H-pyridazin-1-yl]-propionic acid (Intermediate 78) and 1-((R)-2,2-dimethyl-[1,3]dioxolan-4-ylmethyl)-1H-pyrazol-3-ylamine (Intermediate 4) afforded 3-cyclopentyl-N-[1-((R)-2,2-dimethyl-[1,3]dioxolan-4-ylmethyl)-1H-pyrazol-3-yl]-2-[4-(2-fluoro-5-methyl-phenoxy)-6-oxo-6H-pyridazin-1-yl]-propionamide as a light tan foam as a mixture of diastereomers (1.45 g, 97%).